This data is from the Open Reaction Database (ORD), a public repository of structured organic reaction records. The task is: describe an organic reaction: reactants, conditions, products, and yield The reactants are [OH-].[Na+] (sodium hydroxide), Cl (HCl), C(C)(=O)OCC(=O)C1=CC=CC=C1 (2--Acetoxyacetophenone), S1C(=NC2=C1C=CC=C2)CC(=O)[O-] (α-(benzothiazol-2-yl)-acetate). Run in CO (methanol), CO (methanol). The product is S1C(=NC2=C1C=CC=C2)C=2C(OCC2C2=CC=CC=C2)=O (3-(Benzothiazol- 2-yl)- 4-Phenyl-2-(5H) Furanone). RXN SMILES: [C:1]([O:4][CH2:5][C:6]([C:8]1[CH:13]=[CH:12][CH:11]=[CH:10][CH:9]=1)=O)(=[O:3])[CH3:2].[S:14]1[C:18]2[CH:19]=[CH:20][CH:21]=[CH:22][C:17]=2[N:16]=[C:15]1CC([O-])=O.[OH-].[Na+].Cl>CO>[S:14]1[C:18]2[CH:19]=[CH:20][CH:21]=[CH:22][C:17]=2[N:16]=[C:15]1[C:2]1[C:1](=[O:3])[O:4][CH2:5][C:6]=1[C:8]1[CH:13]=[CH:12][CH:11]=[CH:10][CH:9]=1 |f:2.3|. Procedure details: A solution of 2-acetoxyacetophenone (from Example 1) (8.9 g, 0.05M) and α-(benzothiazol-2-yl)-acetate (from Example 3) dissolved in methanol (40 mL) by stirring at room temperature was treated at room temperature with a solution prepared by dissolving sodium hydroxide pellets (2.5 g) in methanol (30 mL) by stirring. A slight exothermic reaction was observed. After being stirred at about room temperature for about 1.0 hour, the reaction mixture was acidified to a pH of about 4 by the dropwise add... The reactants are CC(=O)C1=CC=C(C=C1)C(F)(F)F (4-trifluoromethylacetophenone), CC(=O)OC(=O)C (Ac2O). Run in CCN(CC)CC (Et3N), CCN(CC)CC (Et3N). Reaction conditions: time 20 minute. Yields the product FC(C1=CC=C(C(=O)C=CC(=O)O)C=C1)(F)F (3-(4-Trifluoromethylbenzoyl)acrylic Acid). RXN SMILES: [CH3:1][C:2]([C:4]1[CH:9]=[CH:8][C:7]([C:10]([F:13])([F:12])[F:11])=[CH:6][CH:5]=1)=[O:3].[CH3:14][C:15]([O:17]C(C)=O)=[O:16]>CCN(CC)CC>[F:13][C:10]([F:11])([F:12])[C:7]1[CH:8]=[CH:9][C:4]([C:2]([CH:1]=[CH:14][C:15]([OH:17])=[O:16])=[O:3])=[CH:5][CH:6]=1. Reported procedure: Freshly fused ZnCl2 (82 g, 0.6 mole) was dissolved in dry Et2O (400 ml) and added dropwise to the Grignard reagent prepared from 4-bromobenzotrifluoride (112.5g, 0.5 mole) and Mg (12.2 g, 0.5 g-atom) in Et2O (600 ml). Maleic anhydride (44 g, 0.45 mole) in Et2O (400 ml) was added over 30 minutes with stirring at reflux. After 2 hours, the mixture was cooled and acidified to pH 2 with 10% HCl. The Et2O layer was separated and dried (MgSO4), and the Et2O evaporated. The residue was recrystallized f... The reactants are CCCCCCCCCCOc1cccc(C(=O)OC)c1, CO, Cl, [Na+], [OH-], O. The product is CCCCCCCCCCOc1cccc(C(=O)O)c1. As a reaction SMILES: [CH2:1]([CH2:2][CH2:3][CH2:4][CH2:5][CH2:6][CH2:7][CH2:8][CH2:9][CH3:10])[O:11][c:12]1[cH:13][c:14]([C:15](=[O:16])[O:17][CH3:18])[cH:19][cH:20][cH:21]1.[CH3:25][OH:26].[ClH:24].[Na+:23].[OH-:22].[OH2:27]>>[CH2:1]([CH2:2][CH2:3][CH2:4][CH2:5][CH2:6][CH2:7][CH2:8][CH2:9][CH3:10])[O:11][c:12]1[cH:13][c:14]([C:15](=[O:16])[OH:17])[cH:19][cH:20][cH:21]1. The reactants are C1CCOC1, Cl, [N-]=[N+]=NCC(F)(F)c1ncccn1, [Na+], [OH-], c1ccc(P(c2ccccc2)c2ccccc2)cc1. The product is NCC(F)(F)c1ncccn1. Reaction SMILES: [CH2:36]1[O:37][CH2:38][CH2:39][CH2:40]1.[ClH:35].[N:1](=[N+:2]=[N-:3])[CH2:4][C:5]([F:6])([F:7])[c:8]1[n:9][cH:10][cH:11][cH:12][n:13]1.[Na+:15].[OH-:14].[c:16]1([P:17]([c:18]2[cH:19][cH:20][cH:21][cH:22][cH:23]2)[c:24]2[cH:25][cH:26][cH:27][cH:28][cH:29]2)[cH:30][cH:31][cH:32][cH:33][cH:34]1>>[NH2:1][CH2:4][C:5]([F:6])([F:7])[c:8]1[n:9][cH:10][cH:11][cH:12][n:13]1. Reactants: Cl.CC1(N=C(NC1(O)C)CCC)O (4,5-Dimethyl-2-n-propyl-2-imidazoline-4,5-diol hydrochloride), Cl (hydrochloric acid), O (water). Yields the product CC1=C(N=C(N1)CCC)CO (5-Methyl-2-n-propyl-4-imidazolemethanol). Reaction SMILES: Cl.[CH3:2][C:3]1(O)[C:7]([CH3:9])(O)[NH:6][C:5]([CH2:10][CH2:11][CH3:12])=[N:4]1.Cl.[OH2:15]>>[CH3:2][C:3]1[NH:4][C:5]([CH2:10][CH2:11][CH3:12])=[N:6][C:7]=1[CH2:9][OH:15] |f:0.1|. Procedure details: The product from Example 6 is dissolved in 900 ml. of water and 350 ml. of concentrated hydrochloric acid, heated on a steam bath for 5 hours and then chilled. The solution is concentrated in vacuo and a mixture of 100 ml. of acetone and 100 ml. of ethanol is added. The mixture is filtered. The filtrate is evaporated and the residue is dissolved in 50 ml. of water and neutralized with a concentrated solution of K2CO3, until bubbling ceases. The top layer is separated and combined with 5 ml. of m... The reactants are OCC1=NN2C(NC=3C=CC=CC3C2=C1)=S (2-(Hydroxymethyl)pyrazolo[1,5-c]quinazoline-5(6H)-thione), C(C)(=O)O (acetic acid). Run in C(C)(=O)OCC (ethyl acetate). The product is C(C)(=O)OCC1=NN2C(NC=3C=CC=CC3C2=C1)=S (2-[(Acetyloxy)methyl]pyrazolo[1,5-c]quinazoline-5(6H)-thione). Reaction SMILES: [OH:1][CH2:2][C:3]1[CH:15]=[C:14]2[N:5]([C:6](=[S:16])[NH:7][C:8]3[CH:9]=[CH:10][CH:11]=[CH:12][C:13]=32)[N:4]=1.[C:17](O)(=[O:19])[CH3:18]>C(OCC)(=O)C>[C:17]([O:1][CH2:2][C:3]1[CH:15]=[C:14]2[N:5]([C:6](=[S:16])[NH:7][C:8]3[CH:9]=[CH:10][CH:11]=[CH:12][C:13]=32)[N:4]=1)(=[O:19])[CH3:18]. Reported procedure: 3.23 g (0.014 mole) of the product of Example 5 [2-(hydroxymethyl)pyrazolo[1,5-c]quinazoline-5(6H)-thione] is refluxed with 250 ml of glacial acetic acid for 20 hours under nitrogen. The solution is cooled and stripped to a solid residue which is dissolved in a mixture of ethyl acetate-absolute ethanol. The volume of solution is reduced and the concentrated solution set aside at 5°. The precipitate is filtered off to give the product. Recrystallization from ethyl acetate-absolute ethanol gives t... The reactants are NCCN1N=C2N=C(C(=C(C2=C1)C1=CC=C(C=C1)F)C1=CC=NC=C1)C1=CC=C(C=C1)F (2-(2-Aminoethyl)-4,6-bis(4-fluorophenyl)-5-(4-pyridyl)pyrazolo[3,4-b]pyridine), C(C1=CN=CC=C1)(=O)Cl (nicotinoyl chloride). Product: FC1=CC=C(C=C1)C=1C=2C(N=C(C1C1=CC=NC=C1)C1=CC=C(C=C1)F)=NN(C2)CCNC(C2=CN=CC=C2)=O (N-[2-[4,6-Bis(4-fluorophenyl)-5-(4-pyridyl)pyrazolo[3,4-b]pyridin-2-yl]ethyl]nicotinamide). RXN SMILES: [NH2:1][CH2:2][CH2:3][N:4]1[CH:12]=[C:11]2[C:6]([N:7]=[C:8]([C:26]3[CH:31]=[CH:30][C:29]([F:32])=[CH:28][CH:27]=3)[C:9]([C:20]3[CH:25]=[CH:24][N:23]=[CH:22][CH:21]=3)=[C:10]2[C:13]2[CH:18]=[CH:17][C:16]([F:19])=[CH:15][CH:14]=2)=[N:5]1.[C:33](Cl)(=[O:40])[C:34]1[CH:39]=[CH:38][CH:37]=[N:36][CH:35]=1>>[F:19][C:16]1[CH:17]=[CH:18][C:13]([C:10]2[C:11]3[C:6](=[N:5][N:4]([CH2:3][CH2:2][NH:1][C:33](=[O:40])[C:34]4[CH:39]=[CH:38][CH:37]=[N:36][CH:35]=4)[CH:12]=3)[N:7]=[C:8]([C:26]3[CH:27]=[CH:28][C:29]([F:32])=[CH:30][CH:31]=3)[C:9]=2[C:20]2[CH:25]=[CH:24][N:23]=[CH:22][CH:21]=2)=[CH:14][CH:15]=1. Reported procedure: Following a similar procedure to that described in example 245, but starting from 2-(2-aminoethyl)-4,6-bis(4-fluorophenyl)-5-(4-pyridyl)pyrazolo[3,4-b]pyridine (obtained in example 90) and nicotinoyl chloride hydrichloride (obtained in section a), the title compound was obtained.